This data is from the Open Reaction Database (ORD), a public repository of structured organic reaction records. The task is: describe an organic reaction: reactants, conditions, products, and yield Reactants: ClC1CC2=C(SC3=C1C=CC=C3)C=CC(=C2)C (10-chloro-10,11-dihydro-2-methyl-dibenzo-[b,f]thiepine), C(=O)(OCC)N1CCNCC1 (1-carbethoxy-piperazine). Solvent: C(Cl)(Cl)Cl (chloroform). Product: C(=O)(OCC)N1CCN(CC1)C1CC2=C(SC3=C1C=CC=C3)C=CC(=C2)C (1-carbethoxy-4-(10,11-dihydro-2-methyl-dibenzo[b,f]thiepin-10-yl)-piperazine). Reaction SMILES: Cl[CH:2]1[C:8]2[CH:9]=[CH:10][CH:11]=[CH:12][C:7]=2[S:6][C:5]2[CH:13]=[CH:14][C:15]([CH3:17])=[CH:16][C:4]=2[CH2:3]1.[C:18]([N:23]1[CH2:28][CH2:27][NH:26][CH2:25][CH2:24]1)([O:20][CH2:21][CH3:22])=[O:19]>C(Cl)(Cl)Cl>[C:18]([N:23]1[CH2:28][CH2:27][N:26]([CH:2]2[C:8]3[CH:9]=[CH:10][CH:11]=[CH:12][C:7]=3[S:6][C:5]3[CH:13]=[CH:14][C:15]([CH3:17])=[CH:16][C:4]=3[CH2:3]2)[CH2:25][CH2:24]1)([O:20][CH2:21][CH3:22])=[O:19]. Procedure: 19.7 g of 10-chloro-10,11-dihydro-2-methyl-dibenzo-[b,f]thiepine dissolved in 100 ml of chloroform are heated under reflux for 24 hours together with 36.5 g of 1-carbethoxy-piperazine. Then the mixture is concentrated under reduced pressure and the residue crystallised from acetone/hexane. There is obtained 1-carbethoxy-4-(10,11-dihydro-2-methyl-dibenzo[b,f]thiepin-10-yl)-piperazine of melting point 96°-98° C. Reactants: C(#N)C1=NN=C(S1)C(=O)OC1=CC=C(C=C1)Cl (4-Chlorophenyl 5-cyano-1,3,4-thiadiazole-2-carboxylate), ClC1=CC=C(C=C1)O (4-chlorophenol). The product is C(#N)C1=NN=C(S1)C(=O)Cl (5-cyano-1,3,4-thiadiazole-2-carbonyl chloride). Reaction SMILES: [C:1]([C:3]1[S:7][C:6]([C:8]([O:10]C2C=CC(Cl)=CC=2)=O)=[N:5][N:4]=1)#[N:2].[Cl:18]C1C=CC(O)=CC=1>>[C:1]([C:3]1[S:7][C:6]([C:8]([Cl:18])=[O:10])=[N:5][N:4]=1)#[N:2]. Procedure details: 4-Chlorophenyl 5-cyano-1,3,4-thiadiazole-2-carboxylate can be prepared by reacting 4-chlorophenol (12.9 g.) with 17.4 g. 5-cyano-1,3,4-thiadiazole-2-carbonyl chloride as in Example 1 to give 22 g. light tan product. Reactants: C1(=CC=CC=C1)C1=NC=CN=C1C1=CC=CC=C1 (2,3-diphenylpyrazine), BrC1=CC(=CC(=C1)F)F (1-bromo-3,5-difluorobenzene), O1CCCC1 (tetrahydrofuran), C(CCC)[Li] (n-butyllithium). Solvent: O (Water), CCCCCC (hexane). Run at temperature -78 celsius, time 2 hour. The product is FC=1C=C(C=C(C1)F)C=1N=C(C(=NC1)C1=CC=CC=C1)C1=CC=CC=C1 (5-(3,5-difluorophenyl)-2,3-diphenylpyrazine). The yield is 4.0%. As a reaction SMILES: Br[C:2]1[CH:7]=[C:6]([F:8])[CH:5]=[C:4]([F:9])[CH:3]=1.O1CCCC1.C([Li])CCC.[C:20]1([C:26]2[C:31]([C:32]3[CH:37]=[CH:36][CH:35]=[CH:34][CH:33]=3)=[N:30][CH:29]=[CH:28][N:27]=2)[CH:25]=[CH:24][CH:23]=[CH:22][CH:21]=1>O.CCCCCC>[F:9][C:4]1[CH:3]=[C:2]([C:29]2[N:30]=[C:31]([C:32]3[CH:33]=[CH:34][CH:35]=[CH:36][CH:37]=3)[C:26]([C:20]3[CH:25]=[CH:24][CH:23]=[CH:22][CH:21]=3)=[N:27][CH:28]=2)[CH:7]=[C:6]([F:8])[CH:5]=1. Procedure details: First, to a mixed solution of 4.02 g of 1-bromo-3,5-difluorobenzene and 40 mL of tetrahydrofuran was added dropwise 14 mL (1.61 mol/L) of hexane solution of n-butyllithium at −78° C. under an atmosphere of nitrogen, and the solution was stirred for 2 hours at −78° C. In addition, to this mixed solution was added 4.03 g of 2,3-diphenylpyrazine in five steps at −78° C., and the temperature of the solution was raised to room temperature. Water was added to this mixture and an organic layer was extr...